Dataset: the Open Reaction Database (ORD), a public repository of structured organic reaction records. Task: describe an organic reaction: reactants, conditions, products, and yield Reactants: [Cl-].C(C1=CC=CC=C1)[P+](CCCC)(CCCC)CCCC (benyltributylphosphonium chloride), C(C1=CC=CC=C1)Cl (benzyl chloride), C[SiH](Cl)Cl (methyldichlorosilane). The product is C(C1=CC=CC=C1)C[SiH](Cl)Cl (benzylmethyldichlorosilane). Yield: 240.6%. Reaction SMILES: [Cl-].[CH2:2]([P+](CCCC)(CCCC)CCCC)[C:3]1[CH:8]=[CH:7][CH:6]=[CH:5][CH:4]=1.C(Cl)C1C=CC=CC=1.[CH3:30][SiH:31]([Cl:33])[Cl:32]>>[CH2:2]([CH2:30][SiH:31]([Cl:33])[Cl:32])[C:3]1[CH:4]=[CH:5][CH:6]=[CH:7][CH:8]=1 |f:0.1|. Procedure: In the same apparatus and procedure as Example 1 above, 0.26 g (0.79 mmol) of benyltributylphosphonium chloride, 1.00 g (7.90 mmol) of benzyl chloride, and 2.73 g (23.7 mmol) of methyldichlorosilane were reacted at 200° C. for 2 hrs. The resulting mixture was distilled to give 0.39 g of benzylmethyldichlorosilane (yield; 24%). Starting materials: [Li]CCCC (n-BuLi), C1(=CC=CC=C1)NC(=O)C1=CC2=C(N=C(S2)C([C@H](CCC2=CC=CC=C2)NC([C@H](CC(C)C)NC(=O)N2CCOCC2)=O)=O)C=C1 (2-(2-(S)-{4-Methyl-2-(S)-[(morpholine-4-carbonyl)amino]pentanoylamino}-4-phenylbutyryl)benzothiazole-6-carboxylic acid phenylamide), S1C=NC2=C1C=CC=C2 (benzothiazole). Solvent: C1CCOC1 (THF), C1CCOC1 (THF), C1CCOC1 (THF). Conditions: time 15 minute. Yields the product S1C(=NC2=C1C=CC=C2)C(=O)[C@H](CCC2=CC=CC=C2)NC(=O)[C@H](CC(C)C)NC(=O)N2CCOCC2 (Morpholine-4-carboxylic acid {1 -(S)-[1-(S)-(benzothiazole-2-carbonyl)-3-phenylpropylcarbamoyl]-3-methylbutyl}amide). RXN SMILES: [Li]CCCC.S1C2C=CC=CC=2N=C1.C1(NC([C:24]2[CH:60]=[CH:59][C:27]3[N:28]=[C:29]([C:31](=[O:58])[C@@H:32]([NH:41][C:42](=[O:57])[C@@H:43]([NH:48][C:49]([N:51]4[CH2:56][CH2:55][O:54][CH2:53][CH2:52]4)=[O:50])[CH2:44][CH:45]([CH3:47])[CH3:46])[CH2:33][CH2:34][C:35]4[CH:40]=[CH:39][CH:38]=[CH:37][CH:36]=4)[S:30][C:26]=3[CH:25]=2)=O)C=CC=CC=1>C1COCC1>[S:30]1[C:26]2[CH:25]=[CH:24][CH:60]=[CH:59][C:27]=2[N:28]=[C:29]1[C:31]([C@@H:32]([NH:41][C:42]([C@@H:43]([NH:48][C:49]([N:51]1[CH2:56][CH2:55][O:54][CH2:53][CH2:52]1)=[O:50])[CH2:44][CH:45]([CH3:47])[CH3:46])=[O:57])[CH2:33][CH2:34][C:35]1[CH:36]=[CH:37][CH:38]=[CH:39][CH:40]=1)=[O:58]. Procedure details: Dry THF (1.5 mL), under Ar, was cooled to −78° C. with a dry-ice/acetone bath. n-BuLi (2.0 M in hexanes) (698 μL, 1.40 mmol) was added to reaction flask followed by dropwise addition of freshly distilled benzothiazole (180 mg, 1.40 mmol) as a solution in 0.5 mL of dry THF. The reaction was stirred for 15 min to give a suspension. A solution of N-(t-butoxycarbonyl)-(N′-methyl-N′-methoxy)-L-homophenylalaninamide (300 mg, 0.930 mmol) (prepared as described in Example 3) in 1 mL of dry THF was added... Reactants: CCO, O=[N+]([O-])c1cccnc1Nc1ccccc1, C1COCCO1. Product: Nc1cccnc1Nc1ccccc1. Reaction SMILES: [CH3:17][CH2:18][OH:19].[N+:1]([O-:2])(=[O:3])[c:4]1[c:5]([NH:10][c:11]2[cH:12][cH:13][cH:14][cH:15][cH:16]2)[n:6][cH:7][cH:8][cH:9]1.[O:20]1[CH2:21][CH2:22][O:23][CH2:24][CH2:25]1>>[NH2:1][c:4]1[c:5]([NH:10][c:11]2[cH:12][cH:13][cH:14][cH:15][cH:16]2)[n:6][cH:7][cH:8][cH:9]1. Starting materials: CC(C)(C)OC(=O)N1CCC(Cc2cccc(Nc3ccnn3C(C)(C)C)n2)(C(=O)NNC(=O)OCc2ccccc2)CC1, CO, [OH-], [OH-], [Pd+2]. Yields the product CC(C)(C)OC(=O)N1CCC(Cc2cccc(Nc3ccnn3C(C)(C)C)n2)(C(=O)NN)CC1. Reaction SMILES: [CH2:1]([O:2][C:3](=[O:4])[NH:11][NH:12][C:13](=[O:14])[C:15]1([CH2:28][c:29]2[n:30][c:31]([NH:35][c:36]3[cH:37][cH:38][n:39][n:40]3[C:41]([CH3:42])([CH3:43])[CH3:44])[cH:32][cH:33][cH:34]2)[CH2:16][CH2:17][N:18]([C:21](=[O:22])[O:23][C:24]([CH3:25])([CH3:26])[CH3:27])[CH2:19][CH2:20]1)[c:5]1[cH:6][cH:7][cH:8][cH:9][cH:10]1.[CH3:45][OH:46].[OH-:47].[OH-:49].[Pd+2:48]>>[NH2:11][NH:12][C:13](=[O:14])[C:15]1([CH2:28][c:29]2[n:30][c:31]([NH:35][c:36]3[cH:37][cH:38][n:39][n:40]3[C:41]([CH3:42])([CH3:43])[CH3:44])[cH:32][cH:33][cH:34]2)[CH2:16][CH2:17][N:18]([C:21](=[O:22])[O:23][C:24]([CH3:25])([CH3:26])[CH3:27])[CH2:19][CH2:20]1. Starting materials: C[C@]12C(CC=C2C2=C(CC1)C=1C=CC(=CC1CC2)O)=O (13β-methyl-3-hydroxygona-1,3,5(10),8,14-pentaen-17-one). Reagents/catalysts: C (charcoal). Run in [H][H] (hydrogen), C1=CC=CC=C1 (benzene), [H][H] (hydrogen). Yields the product C[C@]12C(CC[C@H]2C2=C(CC1)C=1C=CC(=CC1CC2)O)=O (13β-Methyl-3-hydroxygona-1,3,5(10),8-tetraen-17-one). Isolated yield 69.5%. RXN SMILES: [CH3:1][C@:2]12[CH2:10][CH2:9][C:8]3[C:11]4[CH:12]=[CH:13][C:14]([OH:19])=[CH:15][C:16]=4[CH2:17][CH2:18][C:7]=3[C:6]1=[CH:5][CH2:4][C:3]2=[O:20]>C1C=CC=CC=1.[H][H].C>[CH3:1][C@:2]12[CH2:10][CH2:9][C:8]3[C:11]4[CH:12]=[CH:13][C:14]([OH:19])=[CH:15][C:16]=4[CH2:17][CH2:18][C:7]=3[C@@H:6]1[CH2:5][CH2:4][C:3]2=[O:20]. Procedure: Shake 13β-methyl-3-hydroxygona-1,3,5(10),8,14-pentaen-17-one (0.05 g) in benzene (25 cc) in hydrogen at atmospheric pressure using a 10% palladized charcoal catalyst (0.025 g). Hydrogenation becomes very slow when 1.1 moles hydrogen has been absorbed. Filter and evaporate to obtain the title product (0.035 g), recrystallize from methanol to get pale blue crystals, m.p. 225°-228°, melting to a red liquid; ultraviolet absorption peak at 280 mμ (ε12,000).